Dataset: the Open Reaction Database (ORD), a public repository of structured organic reaction records. Task: describe an organic reaction: reactants, conditions, products, and yield The reactants are CC(C)(C)OC(=O)Nc1ccc(Br)cn1, C1CCOC1, [K+], [K+], O=C([O-])[O-], O, OB(O)c1ccccc1. Yields the product CC(C)(C)OC(=O)Nc1ccc(-c2ccccc2)cn1. As a reaction SMILES: [Br:1][c:2]1[cH:3][cH:4][c:5]([NH:8][C:9]([O:10][C:11]([CH3:12])([CH3:13])[CH3:14])=[O:15])[n:6][cH:7]1.[CH2:32]1[O:33][CH2:34][CH2:35][CH2:36]1.[K+:25].[K+:26].[O-:27][C:28]([O-:29])=[O:30].[OH2:31].[OH:16][B:17]([OH:18])[c:19]1[cH:20][cH:21][cH:22][cH:23][cH:24]1>>[c:2]1(-[c:19]2[cH:20][cH:21][cH:22][cH:23][cH:24]2)[cH:3][cH:4][c:5]([NH:8][C:9]([O:10][C:11]([CH3:12])([CH3:13])[CH3:14])=[O:15])[n:6][cH:7]1. Reactants: CCN=C=NCCCN(C)C.CI (1-(3-Dimethylaminopropyl)-3-ethylcarbodiimide methiodide), NC=1SC2=C(N1)C=CC=C2 (2-aminobenzothiazole), FC=1C=C(C=CC1N1C=NC(=C1)C(=O)O)N1C(O[C@H](C1)CNC(C)=O)=O (N-[(5S)-3-(3-Fluoro-4-(4-carboxyimidazol-1-yl)phenyl)-2-oxooxazolidin-5-ylmethyl]acetamide), ON1N=NC2=C1C=CC=C2 (1-hydroxybenzotriazole). Run in O (water), CN(C)C=O (DMF), C([O-])(O)=O.[Na+] (sodium bicarbonate). Product: FC=1C=C(C=CC1N1C(=NC=C1)C(=O)NC=1SC2=C(N1)C=CC=C2)N2C(O[C@H](C2)CNC(C)=O)=O (N-[(5S)-3-(3-Fluoro-4-(2-benzothiazolylaminocarbonylimidazol-1-yl)phenyl)-2-oxooxazolidin-5-ylmethyl]acetamide). Yield: 40.5%. Reaction SMILES: [F:1][C:2]1[CH:3]=[C:4]([N:16]2[CH2:20][C@H:19]([CH2:21][NH:22][C:23](=[O:25])[CH3:24])[O:18][C:17]2=[O:26])[CH:5]=[CH:6][C:7]=1[N:8]1[CH:12]=[C:11](C(O)=O)[N:10]=[CH:9]1.[OH:27]N1C2C=CC=CC=2N=N1.C[CH2:38][N:39]=[C:40]=[N:41][CH2:42][CH2:43][CH2:44]N(C)C.CI.NC1[S:52][C:53]2C=CC=[CH:56][C:54]=2N=1>CN(C=O)C.C(=O)(O)[O-].[Na+].O>[F:1][C:2]1[CH:3]=[C:4]([N:16]2[CH2:20][C@H:19]([CH2:21][NH:22][C:23](=[O:25])[CH3:24])[O:18][C:17]2=[O:26])[CH:5]=[CH:6][C:7]=1[N:8]1[CH:12]=[CH:11][N:10]=[C:9]1[C:38]([NH:39][C:40]1[S:52][C:53]2[CH:54]=[CH:56][CH:44]=[CH:43][C:42]=2[N:41]=1)=[O:27] |f:2.3,6.7|. Procedure: N-[(5S)-3-(3-Fluoro-4-(4-carboxyimidazol-1-yl)phenyl)-2-oxooxazolidin-5-ylmethyl]acetamide (1.81 g, 5 mM) and 1-hydroxybenzotriazole (0.81 g, 6 mM) were dissolved in DMF (40 ml) and stirred under nitrogen at ambient temperature. 1-(3-Dimethylaminopropyl)-3-ethylcarbodiimide methiodide (1.78 g, 6 mM) was added, and the mixture stirred at ambient temperature for 2 hours, before adding 2-aminobenzothiazole (0.75 g, 5 mM). After stirring for 5 days, the mixture was diluted slowly with saturated aque... Starting materials: BrC1=CSC=C1Br (3,4-dibromothiophene), C(C)(C)NC(C)C (diisopropylamine), ICCC (Iodopropane). Run in CCCCCC (hexane), C1CCOC1 (THF). Conditions: time 0.5 hour. Product: BrC1=C(SC=C1Br)CCC (3,4-dibromo-2-propylthiophene). Yield: 95.6%. As a reaction SMILES: C(N[CH:5]([CH3:7])[CH3:6])(C)C.[Br:8][C:9]1[C:13]([Br:14])=[CH:12][S:11][CH:10]=1.ICCC>C1COCC1.CCCCCC>[Br:8][C:9]1[C:13]([Br:14])=[CH:12][S:11][C:10]=1[CH2:7][CH2:5][CH3:6]. Reported procedure: To a solution of diisopropylamine (2.7 mL, 19.4 mmol) in 50 mL of THF cooled to -78° C. was added 7.8 mL (2.5M in hexane, 19.4 mmol) of nbutyllithium, and the reaction was stirred for 0.5 hours. To the first solution was added 4.7 g (19.4 mmol) of 3,4-dibromothiophene (Aldrich), then the reaction mixture was stirred for 1 hour at -78° C. Iodopropane (2.8 mL, 29.1 mmol) was then added, the reaction stirred for 10 min at -78° C., then removed for the cooling bath and stirred for 2 hours at room te... The reactants are CS(=O)(=O)OCCC1=CSC=C1 (3-Thiopheneethanol methanesulfonate), O (water), [H-].[Na+] (sodium hydride), oil, N1C(=NC=C1)C(=O)C1CCN(CC1)C ((1H-imidazol-2-yl)-(1-methyl-4-piperidinyl)methanone). The solvent is CN(C=O)C (N,N-dimethylformamide), CN(C=O)C (N,N-dimethylformamide). Yields the product CN1CCC(CC1)C(=O)C=1N(C=CN1)CCC1=CSC=C1 ((1-methyl-4-piperidinyl)[1-[2-(3-thienyl)ethyl]-1H-imidazol-2-yl]methanone). Yield: 61.8%. RXN SMILES: [H-].[Na+].[NH:3]1[CH:7]=[CH:6][N:5]=[C:4]1[C:8]([CH:10]1[CH2:15][CH2:14][N:13]([CH3:16])[CH2:12][CH2:11]1)=[O:9].CS(O[CH2:22][CH2:23][C:24]1[CH:28]=[CH:27][S:26][CH:25]=1)(=O)=O.O>CN(C)C=O>[CH3:16][N:13]1[CH2:14][CH2:15][CH:10]([C:8]([C:4]2[N:3]([CH2:22][CH2:23][C:24]3[CH:28]=[CH:27][S:26][CH:25]=3)[CH:7]=[CH:6][N:5]=2)=[O:9])[CH2:11][CH2:12]1 |f:0.1|. Procedure: A dispersion of sodium hydride in mineral oil (50%) (0.088 mol) was added portionwise in N,N-dimethylformamide (150 ml) under nitrogen with stirring. (1H-imidazol-2-yl)-(1-methyl-4-piperidinyl)methanone (0.08 mol) was added portionwise and the mixture was stirred for 1 hour. 3-Thiopheneethanol methanesulfonate (ester) (0.086 mol) dissolved in a little N,N-dimethylformamide was added dropwise and the mixture was stirred on an oil bath at 60° C. overnight. The mixture was cooled, decomposed with w... The reactants are C(C)(=O)NC=1C(=C(C(=C(C(=O)O)C1I)I)C(=O)NC(COC(C)=O)(COC(C)=O)COC(C)=O)I (5-acetamido-2,4,6-triiodo-N-[tris(acetoxymethyl)methyl]isophthalamic acid), [OH-].[Na+] (sodium hydroxide). The solvent is O (water), O (water). The product is C(C)(=O)NC=1C(=C(C(=C(C(=O)[O-])C1I)I)C(=O)NC(COC(C)=O)(COC(C)=O)COC(C)=O)I.[Na+] (Sodium 5-Acetamido-2,4,6-triiodo-N-[tris(acetoxymethyl)methyl]isophthalamate). As a reaction SMILES: [C:1]([NH:4][C:5]1[C:6]([I:35])=[C:7]([C:16]([NH:18][C:19]([CH2:30][O:31][C:32](=[O:34])[CH3:33])([CH2:25][O:26][C:27](=[O:29])[CH3:28])[CH2:20][O:21][C:22](=[O:24])[CH3:23])=[O:17])[C:8]([I:15])=[C:9]([C:13]=1[I:14])[C:10]([OH:12])=[O:11])(=[O:3])[CH3:2].[OH-].[Na+:37]>O>[C:1]([NH:4][C:5]1[C:6]([I:35])=[C:7]([C:16]([NH:18][C:19]([CH2:25][O:26][C:27](=[O:29])[CH3:28])([CH2:30][O:31][C:32](=[O:34])[CH3:33])[CH2:20][O:21][C:22](=[O:24])[CH3:23])=[O:17])[C:8]([I:15])=[C:9]([C:13]=1[I:14])[C:10]([O-:12])=[O:11])(=[O:3])[CH3:2].[Na+:37] |f:1.2,4.5|. Procedure details: A stirred slurry of 5-acetamido-2,4,6-triiodo-N-[tris(acetoxymethyl)methyl]isophthalamic acid (4.15 g., 5 mol.) in water (20 ml.) was carefully neutralized by dropwise addition of 1 N sodium hydroxide solution (5.00 ml.) so that the pH of the solution never exceeded 7.00. The resulting clear solution (pH 6.98) was concentrated under reduced pressure at room temperature (25°, 20 mm. to 0.1 mm.) and dried overnight in vacuo (0.1 mm.) to yield the salt indicated in the caption as a white powder (4....